Dataset: the Open Reaction Database (ORD), a public repository of structured organic reaction records. Task: describe an organic reaction: reactants, conditions, products, and yield The product is C1(CCCC1)CC(C1=CC=C(C=C1)S(=O)(=O)C)C1=CC=2C(=NC=C(C2)CC(=O)O)N1 ({2-[2-cyclopentyl-1-(4-methanesulfonyl-phenyl)-ethyl]-1H-pyrrolo[2,3-b]pyridin-5-yl}-acetic acid). Reported procedure: A mixture of {2-[2-cyclopentyl-1-(4-methanesulfonyl-phenyl)-ethyl]-1H-pyrrolo[2,3-b]pyridin-5-yl}-acetonitrile (as prepared in Example 38, 140 mg, 0.34 mmol) in 36% hydrochloric acid (1 mL) and acetic acid (5 mL) was refluxed for 2 h. The mixture was concentrated in vacuo, extracted with ethyl acetate (250 mL), washed with brine, dried over anhydrous sodium sulfate and then concentrated in vacuo to afford {2-[2-cyclopentyl-1-(4-methanesulfonyl-phenyl)-ethyl]-1H-pyrrolo[2,3-b]pyridin-5-yl}-acetic... Reaction SMILES: [CH:1]1([CH2:6][CH:7]([C:18]2[NH:29][C:21]3=[N:22][CH:23]=[C:24](CC#N)[CH:25]=[C:20]3[CH:19]=2)[C:8]2[CH:13]=[CH:12][C:11]([S:14]([CH3:17])(=[O:16])=[O:15])=[CH:10][CH:9]=2)[CH2:5][CH2:4][CH2:3][CH2:2]1.[C:30]([OH:33])(=[O:32])[CH3:31]>Cl>[CH:1]1([CH2:6][CH:7]([C:18]2[NH:29][C:21]3=[N:22][CH:23]=[C:24]([CH2:31][C:30]([OH:33])=[O:32])[CH:25]=[C:20]3[CH:19]=2)[C:8]2[CH:13]=[CH:12][C:11]([S:14]([CH3:17])(=[O:16])=[O:15])=[CH:10][CH:9]=2)[CH2:5][CH2:4][CH2:3][CH2:2]1. Solvent: Cl (hydrochloric acid). The reactants are C1(CCCC1)CC(C1=CC=C(C=C1)S(=O)(=O)C)C1=CC=2C(=NC=C(C2)CC#N)N1 ({2-[2-cyclopentyl-1-(4-methanesulfonyl-phenyl)-ethyl]-1H-pyrrolo[2,3-b]pyridin-5-yl}-acetonitrile), C(C)(=O)O (acetic acid). Reactants: COc1cc(OC)cc(C(O)c2ccc([N+](=O)[O-])c(OC)c2)c1, ClCCl, O=[Mn]=O. Yields the product COc1cc(OC)cc(C(=O)c2ccc([N+](=O)[O-])c(OC)c2)c1. RXN SMILES: [CH3:1][O:2][c:3]1[cH:4][c:5]([CH:12]([OH:13])[c:14]2[cH:15][c:16]([O:22][CH3:23])[cH:17][c:18]([O:20][CH3:21])[cH:19]2)[cH:6][cH:7][c:8]1[N+:9](=[O:10])[O-:11].[Cl:24][CH2:25][Cl:26].[O:27]=[Mn:28]=[O:29]>>[CH3:1][O:2][c:3]1[cH:4][c:5]([C:12](=[O:13])[c:14]2[cH:15][c:16]([O:22][CH3:23])[cH:17][c:18]([O:20][CH3:21])[cH:19]2)[cH:6][cH:7][c:8]1[N+:9](=[O:10])[O-:11]. Starting materials: C1CCOC1, COC(=O)CCc1cccc(Nc2ncnc3oc(-c4ccccc4)c(-c4ccc(OC)cc4)c23)c1, Cl, [Na+], [OH-]. Yields the product COc1ccc(-c2c(-c3ccccc3)oc3ncnc(Nc4cccc(CCC(=O)O)c4)c23)cc1. Reaction SMILES: [CH2:40]1[O:41][CH2:42][CH2:43][CH2:44]1.[CH3:1][O:2][C:3]([CH2:4][CH2:5][c:6]1[cH:7][c:8]([NH:12][c:13]2[c:14]3[c:15]([n:16][cH:17][n:18]2)[o:19][c:20](-[c:30]2[cH:31][cH:32][cH:33][cH:34][cH:35]2)[c:21]3-[c:22]2[cH:23][cH:24][c:25]([O:28][CH3:29])[cH:26][cH:27]2)[cH:9][cH:10][cH:11]1)=[O:36].[ClH:39].[Na+:38].[OH-:37]>>[O:2]=[C:3]([CH2:4][CH2:5][c:6]1[cH:7][c:8]([NH:12][c:13]2[c:14]3[c:15]([n:16][cH:17][n:18]2)[o:19][c:20](-[c:30]2[cH:31][cH:32][cH:33][cH:34][cH:35]2)[c:21]3-[c:22]2[cH:23][cH:24][c:25]([O:28][CH3:29])[cH:26][cH:27]2)[cH:9][cH:10][cH:11]1)[OH:36]. Reactants: solid, CN(C(C1=CC(=CC(=C1)C(F)(F)F)C(F)(F)F)=O)C=1C=NC=CC1N1C(CCCC1)C (N-Methyl-N-(2-methyl-3,4,5,6-tetrahydro-2H-[1,4]bipyridinyl-3′-yl)-3,5-bis-trifluoromethyl-benzamide), CN(C(C1=CC(=CC(=C1)C(F)(F)F)C(F)(F)F)=O)C=1C=NC=CC1N1C(CCCC1)C (N-Methyl-N-(2-methyl-3,4,5,6-tetrahydro-2H-[1,4]bipyridinyl-3′-yl)-3,5-bis-trifluoromethyl-benzamide), ClC1=CC=CC(=N1)B(O)O (6-chloropyridine-2-boronic acid). Yields the product ClC1=CC=CC(=N1)C1=C(C=NC=C1)NC ((6-Chloro-[2,4]bipyridinyl-3′-yl)-methyl-amine). Reaction SMILES: C[N:2]([C:19]1[CH:20]=[N:21][CH:22]=[CH:23][C:24]=1N1CCCCC1C)[C:3](=O)C1C=C(C(F)(F)F)C=C(C(F)(F)F)C=1.[Cl:32][C:33]1[N:38]=[C:37](B(O)O)[CH:36]=[CH:35][CH:34]=1>>[Cl:32][C:33]1[N:38]=[C:37]([C:24]2[CH:23]=[CH:22][N:21]=[CH:20][C:19]=2[NH:2][CH3:3])[CH:36]=[CH:35][CH:34]=1. Reported procedure: The title compound was prepared in analogy to example 68, intermediate, from (4-bromo-pyridin-3-yl)-methyl-amine (example 25, intermediate b) and 6-chloropyridine-2-boronic acid (CAS RN 652148-90-8). Brown sticky solid (90%). MS (ESI): m/z=220.0 [M+H]+. Conditions: time 8 hour. The reagents and catalysts are CN(C1=CC=NC=C1)C (4-(dimethyl-amino)pyridine). Product: O(C)CCN([C@@H](C(C)C)C(=O)ON1C=2N=C(NC(C2N=C1)=O)N)C(=O)OCC1=CC=CC=C1 ((2-amino-1,6-dihydro-6-oxo-9H-purin-9-yl) methoxylethyl-N-[(benzyloxy)carbonyl]-L-valinate). Procedure: CBZ-L-valine (167 g) was dissolved in dimethylformamide (DMF) (750 ml) and cooled. A cold solution of N,N-dicyclohexyl-carbodiimide (DCC) (153.5 g) in DMF (266 ml) was added followed by acyclovir (111.7 g) in a single portion. 4-(dimethyl-amino)pyridine (9.4 g) was then added and the mixture stirred cold overnight. A white precipitate of the by-product was then removed by filtration. The filtrate was reduced in volume as before to give the title compound (215.3 g). RXN SMILES: [C:1]([NH:11][C@H:12]([C:16]([OH:18])=[O:17])[CH:13]([CH3:15])[CH3:14])([O:3][CH2:4][C:5]1[CH:10]=[CH:9][CH:8]=[CH:7][CH:6]=1)=[O:2].[CH:19]1[N:23](COCCO)[C:22]2[N:29]=[C:30]([NH2:34])[N:31]=[C:32]([OH:33])[C:21]=2[N:20]=1>CN(C)C=O.CN(C)C1C=CN=CC=1>[O:3]([CH2:4][CH2:5][N:11]([C:1]([O:3][CH2:4][C:5]1[CH:10]=[CH:9][CH:8]=[CH:7][CH:6]=1)=[O:2])[C@H:12]([C:16]([O:18][N:23]1[CH:19]=[N:20][C:21]2[C:32](=[O:33])[NH:31][C:30]([NH2:34])=[N:29][C:22]1=2)=[O:17])[CH:13]([CH3:14])[CH3:15])[CH3:1]. Run in CN(C=O)C (DMF), CN(C=O)C (dimethylformamide). Isolated yield 141.3%. Starting materials: C1=NC2=C(N1COCCO)N=C(N=C2O)N (acyclovir), N,N-dicyclohexyl-carbodiimide, C(=O)(OCC1=CC=CC=C1)N[C@@H](C(C)C)C(=O)O (CBZ-L-valine). Starting materials: C(C)(C)(C)OC(=O)N1CC2=CC(=CC=C2C(C1)(C)C)NC(C1=C(C=CC=C1)NCC1=NC(=NC=C1)NC)=O (4,4-dimethyl-7-{2-[(2-methylamino-pyrimidin-4-ylmethyl)-amino]-benzoylamino}-3,4-dihydro-1H-isoquinoline-2-carboxylic acid tert-butyl ester). The solvent is C(=O)(C(F)(F)F)O (TFA), C(Cl)Cl (CH2Cl2). Product: CC1(CNCC2=CC(=CC=C12)NC(C1=C(C=CC=C1)NCC1=NC(=NC=C1)NC)=O)C (N-(4,4-dimethyl-1,2,3,4-tetrahydro-isoquinolin-7-yl)-2-[(2-methylamino-pyrimidin-4-ylmethyl)-amino]-benzamide). As a reaction SMILES: C(OC([N:8]1[CH2:17][C:16]([CH3:19])([CH3:18])[C:15]2[C:10](=[CH:11][C:12]([NH:20][C:21](=[O:38])[C:22]3[CH:27]=[CH:26][CH:25]=[CH:24][C:23]=3[NH:28][CH2:29][C:30]3[CH:35]=[CH:34][N:33]=[C:32]([NH:36][CH3:37])[N:31]=3)=[CH:13][CH:14]=2)[CH2:9]1)=O)(C)(C)C>C(O)(C(F)(F)F)=O.C(Cl)Cl>[CH3:18][C:16]1([CH3:19])[C:15]2[C:10](=[CH:11][C:12]([NH:20][C:21](=[O:38])[C:22]3[CH:27]=[CH:26][CH:25]=[CH:24][C:23]=3[NH:28][CH2:29][C:30]3[CH:35]=[CH:34][N:33]=[C:32]([NH:36][CH3:37])[N:31]=3)=[CH:13][CH:14]=2)[CH2:9][NH:8][CH2:17]1. Procedure: 4,4-Dimethyl-7-{2-[(2-methylamino-pyrimidin-4-ylmethyl)-amino]-benzoylamino}-3,4-dihydro-1H-isoquinoline-2-carboxylic acid tert-butyl ester (Step D, 0.65 g, 1.26 mmol) in 10 mL of 50% of TFA in CH2Cl2 was stirred at RT for 1 h. The volatiles were removed under reduced pressure, the residue was purified by flash column chromatography, and the titled compound was obtained as a white solid. MS (ES+): 417.1 (M+H)+. Calc'd for C24H28N6O-416.52.